This data is from the Open Reaction Database (ORD), a public repository of structured organic reaction records. The task is: describe an organic reaction: reactants, conditions, products, and yield Starting materials: [N+](=O)([O-])C=1C=CC2=C(C=NS2)C1 (5-Nitrobenzo[d]isothiazole), CC(=O)O (AcOH). The reagents and catalysts are [Fe] (iron). Solvent: CCOC(=O)C (EtOAc), O (water), CCOC(=O)C (EtOAc). Run at time 1 hour. Product: NC=1C=CC2=C(C=NS2)C1 (5-Aminobenzo[d]isothiazole). Isolated yield 86.7%. As a reaction SMILES: [N+:1]([C:4]1[CH:5]=[CH:6][C:7]2[S:11][N:10]=[CH:9][C:8]=2[CH:12]=1)([O-])=O.CC(O)=O>O.CCOC(C)=O.[Fe]>[NH2:1][C:4]1[CH:5]=[CH:6][C:7]2[S:11][N:10]=[CH:9][C:8]=2[CH:12]=1. Procedure details: 5-Nitrobenzo[d]isothiazole (305 mg, 1.69 mmol), 5% AcOH (aq.) (12 mL) and EtOAc (12 mL) at 65° C. was treated with iron powder (325 mesh, 473 mg) and stirred rapidly for 1 h. The mixture was cooled to ambient temperature, diluted with water and EtOAc and filtered through dicalite. The organic layer was separated and the aqueous layer extracted with further EtOAc. The combined organic extracts were washed with brine, dried (MgSO4) and concentrated in vacuo to give the title compound as a yellow s... The reactants are ClC1=CN=C(N1C)CN1C(C2(C3=CC=CC=C13)COC1=CC3=C(OCCO3)C=C12)=O (1′-[(5-chloro-1-methyl-1H-imidazol-2-yl)methyl]-2,3-dihydrospiro[furo[2,3-g][1,4]benzodioxine-8,3′-indol]-2′(1′H)-one), CN1CCOC2=C1C=C1C(=C2)OCC12C(N(C1=CC=CC=C21)CC=2OC(=CC2)C(F)(F)F)=O (1-methyl-1′-{[5-(trifluoromethyl)furan-2-yl]methyl}-2,3-dihydro-1H-spiro[furo[3,2-g][1,4]benzoxazine-8,3′-indol]-2′(1′H)-one). The product is Cl.ClC1=CN=C(N1C)CN1C(C2(C3=CC=CC=C13)COC1=CC3=C(OCCO3)C=C12)=O (1′-[(5-chloro-1-methyl-1H-imidazol-2-yl)methyl]-2,3-dihydrospiro[furo[2,3-g][1,4]benzodioxine-8,3′-indol]-2′(1′H)-one hydrochloride). Reaction SMILES: [Cl:1][C:2]1[N:6]([CH3:7])[C:5]([CH2:8][N:9]2[C:17]3[C:12](=[CH:13][CH:14]=[CH:15][CH:16]=3)[C:11]3([C:29]4[C:20](=[CH:21][C:22]5[O:27][CH2:26][CH2:25][O:24][C:23]=5[CH:28]=4)[O:19][CH2:18]3)[C:10]2=[O:30])=[N:4][CH:3]=1.CN1C2C=C3C4(C5C(=CC=CC=5)N(CC5OC(C(F)(F)F)=CC=5)C4=O)COC3=CC=2OCC1>>[ClH:1].[Cl:1][C:2]1[N:6]([CH3:7])[C:5]([CH2:8][N:9]2[C:17]3[C:12](=[CH:13][CH:14]=[CH:15][CH:16]=3)[C:11]3([C:29]4[C:20](=[CH:21][C:22]5[O:27][CH2:26][CH2:25][O:24][C:23]=5[CH:28]=4)[O:19][CH2:18]3)[C:10]2=[O:30])=[N:4][CH:3]=1 |f:2.3|. Reported procedure: Following the procedure as described in EXAMPLE 2.28 and making non-critical variations using 1′-[(5-chloro-1-methyl-1H-imidazol-2-yl)methyl]-2,3-dihydrospiro[furo[2,3-g][1,4]benzodioxine-8,3′-indol]-2′(1′H)-one to replace 1-methyl-1′-{[5-(trifluoromethyl)furan-2-yl]methyl}-2,3-dihydro-1H-spiro[furo[3,2-g][1,4]benzoxazine-8,3′-indol]-2′(1′H)-one, 1′-[(5-chloro-1-methyl-1H-imidazol-2-yl)methyl]-2,3-dihydrospiro[furo[2,3-g][1,4]benzodioxine-8,3′-indol]-2′(1′H)-one hydrochloride was obtained (82%) ... Starting materials: C(CC1=CC=CC=C1)C1=C(CCC2=CC=C(C(=O)OC)C=C2)C=CC=C1 (methyl 4-[2-(phenethyl)phenethyl]benzoate), C(C)N(CC1=C(C=CC=C1)CCC1=CC=CC=C1)C1=NC=C(C=C1)C(=O)O (2-[N-Ethyl-N-(2-(phenethyl)benzyl)amino]pyridine-5-carboxylic acid). The product is C(CC1=CC=CC=C1)C1=C(CCC2=CC=C(C(=O)O)C=C2)C=CC=C1 (4-[2-(Phenethyl)phenethyl]benzoic acid). As a reaction SMILES: [CH2:1]([C:9]1[CH:26]=[CH:25][CH:24]=[CH:23][C:10]=1[CH2:11][CH2:12][C:13]1[CH:22]=[CH:21][C:16]([C:17]([O:19]C)=[O:18])=[CH:15][CH:14]=1)[CH2:2][C:3]1[CH:8]=[CH:7][CH:6]=[CH:5][CH:4]=1.C(N(C1C=CC(C(O)=O)=CN=1)CC1C=CC=CC=1CCC1C=CC=CC=1)C>>[CH2:1]([C:9]1[CH:26]=[CH:25][CH:24]=[CH:23][C:10]=1[CH2:11][CH2:12][C:13]1[CH:14]=[CH:15][C:16]([C:17]([OH:19])=[O:18])=[CH:21][CH:22]=1)[CH2:2][C:3]1[CH:4]=[CH:5][CH:6]=[CH:7][CH:8]=1. Procedure: The title compound was prepared from methyl 4-[2-(phenethyl)phenethyl]benzoate using a similar method to that of Example 24 paragraph (A). Starting materials: CS(=O)C (DMSO), [H-].[Na+] (sodium hydride), [I-].C[S+](=O)(C)C (trimethylsulfoxonium iodide), CS(=O)C (DMSO), [H-].[Na+] (sodium hydride), [I-].C[S+](=O)(C)C (trimethylsulfoxonium iodide), FC1=CC=C(C=C1)N1N=CC2=CC3=C(C=C12)CCC[C@H]1[C@@]3(CCC(C1)=O)CC1=NC=CC=C1.FC1=CC=C(C=C1)N1N=CC3=CC2=C(C=C13)CCC[C@@H]1[C@]2(CCC(C1)=O)CC1=NC=CC=C1 ((4aS,12bS)-9-(4-Fluorophenyl)-12b-pyridin-2-ylmethyl-1,2,4a,5,6,7,9,12b-octahydro-4H-9,10-diaza-benzo[3,4]cyclohepta[1,2-f]inden-3-one; compound with (4aR,12bR)-9-(4-fluoro-phenyl)-12b-pyridin-2-ylmethyl-1,2,4a,5,6,7,9,12b-octahydro-4H-9,10-diaza-benzo[3,4]cyclohepta[1,2-f]inden-3-one). The solvent is C1CCOC1 (THF), C1CCOC1 (THF), CCOC(=O)C (EtOAc), C1CCOC1 (THF). Conditions: temperature 65 celsius, time 15 minute. Yields the product C(C)C12C(CCCC=3C1=CC=1C=NNC1C3)CC3(OC3)CC2 (rac-(2′R,4aS,12bR)-12b-ethyl-2,4,4a,5,6,7,9,12b-octahydro-1H-spiro[benzo[6,7]cyclohepta[1,2-f]indazole-3,2′-oxirane]). Isolated yield 139.6%. Reaction SMILES: CS(C)=O.[H-].[Na+].[I-].[CH3:8][S+](C)(C)=O.FC1C=CC([N:20]2[C:28]3[C:23](=[CH:24][C:25]4[C@@:33]5([CH2:39]C6C=CC=CN=6)[CH2:34]CC(=O)C[C@H]5CCCC=4C=3)[CH:22]=[N:21]2)=CC=1.FC1C=CC(N2C3C(=CC4[C@:66]5([CH2:72][C:73]6C=CC=CN=6)[CH2:67][CH2:68][C:69](=[O:71])[CH2:70][C@@H:65]5[CH2:64][CH2:63]CC=4C=3)C=N2)=CC=1>C1COCC1.CCOC(C)=O>[CH2:72]([C:66]12[CH2:67][CH2:68][C:69]3([CH2:8][O:71]3)[CH2:70][CH:65]1[CH2:64][CH2:63][CH2:39][C:33]1[C:25]2=[CH:24][C:23]2[CH:28]=[N:20][NH:21][C:22]=2[CH:34]=1)[CH3:73] |f:1.2,3.4,5.6|. Procedure: A mixture of DMSO (1 mL) and sodium hydride (60 wt % in oil, 0.020 g, 0.51 mmol) was heated to about 65° C. for about 45 min then cooled to rt and diluted with THF (1 mL). The mixture was cooled to about 0° C. and trimethylsulfoxonium iodide (0.112 g, 0.509 mmol) was added. The mixture was stirred for about 15 min and (4aS,12bR)-9-acetyl-12b-ethyl-1,2,4a,5,6,7,9,12b-octahydro-4H-9,10-diaza-benzo[3,4]cyclohepta[1,2-f]inden-3-one; compound with (4aR,12bS)-9-Acetyl-12b-ethyl-1,2,4a,5,6,7,9,12b-octa... Reactants: C(C)=C, c1cc(cc(c1OCc1ccccc1)C(NOC(=O)C(C)(C)C)=O)F. The reagents and catalysts are c1ccc(cc1)-c2c3ccccc3cc4ccccc24 (9-Phenylanthracene), C(=O)(O)[O-].[Na+] (NaHCO3), [Rh(tBuCp*)(Cl)2]2. Solvent: CC1=CC=CC=C1 (Toluene). Conditions: temperature 60 celsius, time 18 hour. The product is CC1CNC(=O)c2c(OCc3ccccc3)ccc(F)c12. RXN SMILES: [CH3:1][C:2](C(O[NH:4][C:5]([c:7]1[c:13]([O:14][CH2:15][c:16]2[cH:21][cH:20][cH:19][cH:18][cH:17]2)[cH:12][cH:11][c:9]([F:10])[cH:8]1)=[O:6])=O)(C)[CH3:3].CC=C>>[CH3:1][CH:2]1[c:8]([c:7]2[C:5](=[O:6])[NH:4][CH2:3]1)[c:9]([F:10])[cH:11][cH:12][c:13]2[O:14][CH2:15][c:16]3[cH:21][cH:20][cH:19][cH:18][cH:17]3.